Dataset: the Open Reaction Database (ORD), a public repository of structured organic reaction records. Task: describe an organic reaction: reactants, conditions, products, and yield The reactants are FC1=C(C(=CC=C1F)[N+](=O)[O-])O (2,3-difluoro-6-nitrophenol), BrCCBr (1,2-dibromoethane), C([O-])([O-])=O.[K+].[K+] (potassium carbonate). Run in CN(C=O)C (dimethylformamide). Reaction conditions: time 2.5 hour. The product is BrCCOC1=C(C=CC(=C1F)F)[N+](=O)[O-] (2-(2-bromoethoxy)-3,4-difluoronitrobenzene). Isolated yield 60.5%. RXN SMILES: [F:1][C:2]1[C:7]([F:8])=[CH:6][CH:5]=[C:4]([N+:9]([O-:11])=[O:10])[C:3]=1[OH:12].[Br:13][CH2:14][CH2:15]Br.C(=O)([O-])[O-].[K+].[K+]>CN(C)C=O>[Br:13][CH2:14][CH2:15][O:12][C:3]1[C:2]([F:1])=[C:7]([F:8])[CH:6]=[CH:5][C:4]=1[N+:9]([O-:11])=[O:10] |f:2.3.4|. Reported procedure: 7.9 g of the 2,3-difluoro-6-nitrophenol, 50.1 g of 1,2-dibromoethane and 18.7 g of potassium carbonate were added to 80 ml of dimethylformamide and the mixture was stirred for 2.5 hours at from about 80° to 100° C. (bath temperature). The reaction mixture was concentrated to dryness in vacuo and the residue was distributed between ethyl acetate and water. The organic solvent layer was washed with water and was dried, then the solvent was evaporated. The residue was dissolved in benzene and was p... Reactants: CC(=O)Nc1nc2ccc(Oc3cc(N(C(=O)[O-])C(C)(C)C)c(F)cc3F)nc2s1, O=C(O)C(F)(F)F. Product: CC(=O)Nc1nc2ccc(Oc3cc(N)c(F)cc3F)nc2s1. As a reaction SMILES: [C:1]([N:5]([C:2](=[O:3])[O-:4])[c:9]1[c:10]([F:30])[cH:11][c:12]([F:29])[c:13]([O:15][c:16]2[cH:17][cH:18][c:19]3[c:20]([n:21]2)[s:22][c:23]([NH:25][C:26]([CH3:27])=[O:28])[n:24]3)[cH:14]1)([CH3:6])([CH3:7])[CH3:8].[OH:31][C:32]([C:33]([F:34])([F:35])[F:36])=[O:37]>>[NH2:5][c:9]1[c:10]([F:30])[cH:11][c:12]([F:29])[c:13]([O:15][c:16]2[cH:17][cH:18][c:19]3[c:20]([n:21]2)[s:22][c:23]([NH:25][C:26]([CH3:27])=[O:28])[n:24]3)[cH:14]1. The reactants are CN(C)C=O, Cc1oc(-c2ccccc2)nc1CCC(N)=O, O, O=P(Cl)(Cl)Cl. Yields the product Cc1oc(-c2ccccc2)nc1CCC#N. RXN SMILES: [CH3:18][N:19]([CH3:20])[CH:21]=[O:22].[CH3:1][c:2]1[c:3]([CH2:13][CH2:14][C:15](=[O:16])[NH2:17])[n:4][c:5](-[c:7]2[cH:8][cH:9][cH:10][cH:11][cH:12]2)[o:6]1.[OH2:28].[P:23]([Cl:24])([Cl:25])([Cl:26])=[O:27]>>[CH3:1][c:2]1[c:3]([CH2:13][CH2:14][C:15]#[N:17])[n:4][c:5](-[c:7]2[cH:8][cH:9][cH:10][cH:11][cH:12]2)[o:6]1. Starting materials: BrC=1C=C(C=CC1)C=1N=C(NC1)C(CCCC(C)C)NC(OC(C)(C)C)=O (tert-butyl 1-(4-(3-bromophenyl)-1H-imidazol-2-yl)-5-methylhexylcarbamate). Run in C(C)(=O)OCC (ethyl acetate), Cl (hydrochloric acid). Product: BrC=1C=C(C=CC1)C=1N=C(NC1)C(CCCC(C)C)N (1-(4-(3-bromophenyl)-1H-imidazol-2-yl)-5-methyl-1-hexanamine). Yield: 97.0%. Reaction SMILES: [Br:1][C:2]1[CH:3]=[C:4]([C:8]2[N:9]=[C:10]([CH:13]([NH:20]C(=O)OC(C)(C)C)[CH2:14][CH2:15][CH2:16][CH:17]([CH3:19])[CH3:18])[NH:11][CH:12]=2)[CH:5]=[CH:6][CH:7]=1>C(OCC)(=O)C.Cl>[Br:1][C:2]1[CH:3]=[C:4]([C:8]2[N:9]=[C:10]([CH:13]([NH2:20])[CH2:14][CH2:15][CH2:16][CH:17]([CH3:18])[CH3:19])[NH:11][CH:12]=2)[CH:5]=[CH:6][CH:7]=1. Reported procedure: tert-Butyl 1-(4-(3-bromophenyl)-1H-imidazol-2-yl)-5-methylhexylcarbamate (obtained at stage 13777.2; 3.5 g; 0.008 mol) was agitated in 120 ml of an ethyl acetate solution saturated in hydrochloric acid for about 2.5 at a temperature of about 55° C. The solid obtained was filtered and washed with ether. A white powder was obtained with a yield of 97%. Melting point: 200-202° C. MH+=336.2. The reactants are C1(CCCCC1)C1=CC=C(C=C1)SCCCCOC=1C=C2CCC(NC2=CC1)=O (6-[4-(4-cyclohexylphenyl-mercapto)-butoxy]-3,4-dihydro-carbostyril), OO (hydrogen peroxide). Yields the product C1(CCCCC1)C1=CC=C(C=C1)S(=O)CCCCOC=1C=C2CCC(NC2=CC1)=O (6-[4-(4-Cyclohexylphenyl-sulfinyl)-butoxy]-3,4-dihydro-carbostyril). Reaction SMILES: [CH:1]1([C:7]2[CH:12]=[CH:11][C:10]([S:13][CH2:14][CH2:15][CH2:16][CH2:17][O:18][C:19]3[CH:20]=[C:21]4[C:26](=[CH:27][CH:28]=3)[NH:25][C:24](=[O:29])[CH2:23][CH2:22]4)=[CH:9][CH:8]=2)[CH2:6][CH2:5][CH2:4][CH2:3][CH2:2]1.[OH:30]O>>[CH:1]1([C:7]2[CH:8]=[CH:9][C:10]([S:13]([CH2:14][CH2:15][CH2:16][CH2:17][O:18][C:19]3[CH:20]=[C:21]4[C:26](=[CH:27][CH:28]=3)[NH:25][C:24](=[O:29])[CH2:23][CH2:22]4)=[O:30])=[CH:11][CH:12]=2)[CH2:2][CH2:3][CH2:4][CH2:5][CH2:6]1. Reported procedure: Prepared analogous to Example 123 from 6-[4-(4-cyclohexylphenyl-mercapto)-butoxy]-3,4-dihydro-carbostyril and hydrogen peroxide.